This data is from the Open Reaction Database (ORD), a public repository of structured organic reaction records. The task is: describe an organic reaction: reactants, conditions, products, and yield Reactants: COC(=O)C=1C(=NC(=C(C1C1=CC=C(C=C1)F)CC=O)C(C)C)C(C)C (Methyl-2,6-diisopropyl-4-(4-fluorophenyl)-5-(2-oxoethyl)-3-pyridinecarboxylate), [Br-].CC1=C(C[P+](C2=CC=CC=C2)(C2=CC=CC=C2)C2=CC=CC=C2)C=CC=C1 (2-methylbenzyl triphenylphosphonium bromide). Solvent: C(C)(=O)OCC.CCCCCC (ethyl acetate hexane). Procedure: The title compound was prepared from methyl-2,6-diisopropyl-4(4-fluorophenyl)-5-(2-oxoethyl)-3-pyridinecarboxylate (Example 82, Step A) and 2-methylbenzyl triphenylphosphonium bromide according to the procedures described in Example 1, Steps F-H. 1H NMR (300 MHz, CDCl3): δ 7.07 (m, 7 H), 6.90 (m, 1 H), 4.31 (s, 2 H), 3.39 (sept, J=6.6 Hz, 1 H), 3.15 (sept, J=6.6 Hz, 1 H), 2.43 (t, J=7.5 Hz, 2 H), 2.34 (m, 2 H), 2.17 (s, 3 H), 1.6 (m, 2 H), 1.31 (d, J=6.6 Hz, 6 H), 1.27 (d, J=6.6 Hz, 6 H), 1.15 (... RXN SMILES: C[O:2][C:3]([C:5]1[C:6]([CH:24]([CH3:26])[CH3:25])=[N:7][C:8]([CH:21]([CH3:23])[CH3:22])=[C:9]([CH2:18][CH:19]=O)[C:10]=1[C:11]1[CH:16]=[CH:15][C:14]([F:17])=[CH:13][CH:12]=1)=O.[Br-].[CH3:28][C:29]1[CH:54]=[CH:53][CH:52]=[CH:51][C:30]=1[CH2:31][P+](C1C=CC=CC=1)(C1C=CC=CC=1)C1C=CC=CC=1>C(OCC)(=O)C.CCCCCC>[CH:24]([C:6]1[C:5]([CH2:3][OH:2])=[C:10]([C:11]2[CH:12]=[CH:13][C:14]([F:17])=[CH:15][CH:16]=2)[C:9]([CH2:18][CH2:19][CH2:28][C:29]2[CH:54]=[CH:53][CH:52]=[CH:51][C:30]=2[CH3:31])=[C:8]([CH:21]([CH3:23])[CH3:22])[N:7]=1)([CH3:26])[CH3:25] |f:1.2,3.4|. Yields the product C(C)(C)C1=NC(=C(C(=C1CO)C1=CC=C(C=C1)F)CCCC1=C(C=CC=C1)C)C(C)C (2,6-Diisopropyl-3-hydroxymethyl-4-(4-fluorophenyl)-5-[3-(2-methylphenyl)propyl]pyridine). The reactants are [Br-], O=C1NC(=O)c2ccccc21, CCCC[N+](CCCC)(CCCC)CCCC, CN(C)C=O, C=COC=C, C=COCCCl, [K], O. Product: C=COCCc1cccc2c1C(=O)NC2=O. As a reaction SMILES: [Br-:29].[C:12]1(=[O:22])[c:13]2[c:14]([cH:18][cH:19][cH:20][cH:21]2)[C:15](=[O:17])[NH:16]1.[CH2:30]([N+:31]([CH2:32][CH2:33][CH2:34][CH3:35])([CH2:36][CH2:37][CH2:38][CH3:39])[CH2:40][CH2:41][CH2:42][CH3:43])[CH2:44][CH2:45][CH3:46].[CH3:24][N:25]([CH3:26])[CH:27]=[O:28].[CH:1](=[CH2:2])[O:3][CH:4]=[CH2:5].[CH:6]([O:7][CH2:8][CH2:9][Cl:10])=[CH2:11].[K:23].[OH2:47]>>[CH:1](=[CH2:2])[O:3][CH2:4][CH2:5][c:21]1[c:13]2[c:14]([cH:18][cH:19][cH:20]1)[C:15](=[O:17])[NH:16][C:12]2=[O:22].